Dataset: the Open Reaction Database (ORD), a public repository of structured organic reaction records. Task: describe an organic reaction: reactants, conditions, products, and yield The reactants are CN(C)C=O, CCOC(=O)c1ccccc1F, c1cn[nH]c1. Product: CCOC(=O)c1ccccc1-n1cccn1. Reaction SMILES: [CH3:18][N:19]([CH3:20])[CH:21]=[O:22].[F:1][c:2]1[c:3]([C:4](=[O:5])[O:6][CH2:7][CH3:8])[cH:9][cH:10][cH:11][cH:12]1.[nH:13]1[n:14][cH:15][cH:16][cH:17]1>>[c:2]1(-[n:13]2[n:14][cH:15][cH:16][cH:17]2)[c:3]([C:4](=[O:5])[O:6][CH2:7][CH3:8])[cH:9][cH:10][cH:11][cH:12]1. Starting materials: CC(C)(C)C=Cc1ccc(C(=O)O)cc1, COc1cccc(N)c1, CCOC(C)=O, O=C(Cl)C(=O)Cl, CN(C)C=O. Yields the product COc1cccc(NC(=O)c2ccc(C=CC(C)(C)C)cc2)c1. As a reaction SMILES: [CH3:1][C:2]([CH:3]=[CH:4][c:5]1[cH:6][cH:7][c:8]([C:9](=[O:10])[OH:11])[cH:12][cH:13]1)([CH3:14])[CH3:15].[CH3:22][O:23][c:24]1[cH:25][c:26]([NH2:30])[cH:27][cH:28][cH:29]1.[CH3:31][CH2:32][O:33][C:34]([CH3:35])=[O:36].[Cl:16][C:17]([C:18]([Cl:19])=[O:20])=[O:21].[O:37]=[CH:38][N:39]([CH3:40])[CH3:41]>>[CH3:1][C:2]([CH:3]=[CH:4][c:5]1[cH:6][cH:7][c:8]([C:9](=[O:11])[NH:30][c:26]2[cH:25][c:24]([O:23][CH3:22])[cH:29][cH:28][cH:27]2)[cH:12][cH:13]1)([CH3:14])[CH3:15]. Reactants: Cl.N(C1=CC=CC=C1)C1=CC(=NC2=CC=C3C(=C12)NC=N3)C (9-Anilino-7-methyl-1H-imidazo[4,5-f]quinoline Hydrochloride), ClC1=C(N)C=C(C=C1)C (2-chloro-5-methylaniline). The solvent is C(C)O (ethanol). Run at time 8 hour. The product is Cl.ClC1=C(NC2=CC(=NC3=CC=C4C(=C23)NC=N4)C)C=C(C=C1)C (9-(2-Chloro-5-methylanilino)-7-methyl-1H-imidazo[4,5-f]quinoline Hydrochloride). As a reaction SMILES: Cl.N([C:9]1[C:18]2[C:13](=[CH:14][CH:15]=[C:16]3[N:21]=[CH:20][NH:19][C:17]3=2)[N:12]=[C:11]([CH3:22])[CH:10]=1)C1C=CC=CC=1.[Cl:23][C:24]1[CH:30]=[CH:29][C:28]([CH3:31])=[CH:27][C:25]=1[NH2:26]>C(O)C>[ClH:23].[Cl:23][C:24]1[CH:30]=[CH:29][C:28]([CH3:31])=[CH:27][C:25]=1[NH:26][C:9]1[C:18]2[C:13](=[CH:14][CH:15]=[C:16]3[N:21]=[CH:20][NH:19][C:17]3=2)[N:12]=[C:11]([CH3:22])[CH:10]=1 |f:0.1,4.5|. Procedure: A mixture of 40 g. (0.184 m.) of the compound of Example I, C., 26.1 g. (0.184 m.) of 2-chloro-5-methylaniline and 500 ml. of ethanol was refluxed with stirring overnight. The reaction mixture was concentrated to dryness in vacuo, and the residue dissolved in 700 m. of MeOH. The insolubles were removed by filtration and the MeOh filtrate concentrated in vacuo to give 24 g. m.p. decomposes 315°-400°C. The crude product was triturated in 500 ml. of MeOH, then oven-dried (100°C) to give m.p. 332°-3... Reactants: C(C)(C)(C)OC(CN1C=C(C2=CC=C(C=C12)OC)C(N)=O)=O ((3-carbamoyl-6-methoxy-indol-1-yl)-acetic acid tert-butyl ester), C(=O)(C(F)(F)F)O (TFA), CO (Methanol). The solvent is C(Cl)Cl (CH2Cl2). Run at time 2 hour. The product is C(N)(=O)C1=CN(C2=CC(=CC=C12)OC)CC(=O)O ((3-Carbamoyl-6-methoxy-indol-1-yl)-acetic acid). As a reaction SMILES: C([O:5][C:6](=[O:22])[CH2:7][N:8]1[C:16]2[C:11](=[CH:12][CH:13]=[C:14]([O:17][CH3:18])[CH:15]=2)[C:10]([C:19](=[O:21])[NH2:20])=[CH:9]1)(C)(C)C.C(O)(C(F)(F)F)=O.CO>C(Cl)Cl>[C:19]([C:10]1[C:11]2[C:16](=[CH:15][C:14]([O:17][CH3:18])=[CH:13][CH:12]=2)[N:8]([CH2:7][C:6]([OH:22])=[O:5])[CH:9]=1)(=[O:21])[NH2:20]. Reported procedure: To a solution of (3-carbamoyl-6-methoxy-indol-1-yl)-acetic acid tert-butyl ester (300 mg, 0.99 mmol) in CH2Cl2 (9 mL) was added TFA (4.5 mL) at RT, and stirring was continued for 2 h. Methanol was then added to the reaction mixture, and volatiles were removed in vacuo. The residue was taken up in methanol and concentrated under reduced pressure to afford the title compound as a grey solid: MS: 249 [M+H]+, 497 [2M+H]+; tR (HPLC conditions c): 2.86 min. The material thus obtained was used in the n...